This data is from the Open Reaction Database (ORD), a public repository of structured organic reaction records. The task is: describe an organic reaction: reactants, conditions, products, and yield Reactants: C(C1=CC=CC=C1)Cl (benzyl chloride), NN1C(=NN=C(C1=O)C)S (4-amino-3-mercapto-6-methyl-4H-1,2,4-triazin-5-one), solution, [OH-].[Na+] (sodium hydroxide). Solvent: C(C)O (ethanol), O (water). Conditions: temperature 80 celsius. Yields the product NN1C(=NN=C(C1=O)C)SCC1=CC=CC=C1 (4-amino-3-benzylsulfanyl-6-methyl-4H-1,2,4-triazin-5-one). Reaction SMILES: [NH2:1][N:2]1[C:7](=[O:8])[C:6]([CH3:9])=[N:5][N:4]=[C:3]1[SH:10].[OH-].[Na+].[CH2:13](Cl)[C:14]1[CH:19]=[CH:18][CH:17]=[CH:16][CH:15]=1>O.C(O)C>[NH2:1][N:2]1[C:7](=[O:8])[C:6]([CH3:9])=[N:5][N:4]=[C:3]1[S:10][CH2:13][C:14]1[CH:19]=[CH:18][CH:17]=[CH:16][CH:15]=1 |f:1.2|. Procedure details: 0.272 g of 4-amino-3-mercapto-6-methyl-4H-1,2,4-triazin-5-one (which can be prepared by the method of A. Dornow, H. Menzel, P. Marx, Chem. Ber. 97, 2173 (1964)) was suspended in 0.86 ml of a 2N solution of sodium hydroxide in water. A solution of 0.218 g of benzyl chloride in ethanol was subsequently added dropwise, and the mixture was heated at 80° C. for 30 minutes. The resultant precipitate was filtered off with suction, giving 4-amino-3-benzylsulfanyl-6-methyl-4H-1,2,4-triazin-5-one. The reactants are BrC1=C(C=C(C=C1)Cl)F (1-Bromo-4-chloro-2-fluorobenzene), COC(C1=CC(=C(C=C1)C)C(C1=C(C=C(C=C1)N)Cl)=O)=O (3-(4-Amino-2-chlorobenzoyl)-4-methylbenzoic acid methyl ester), C1(CCCCC1)P(C1=C(C=CC=C1)C1=C(C=C(C=C1C(C)C)C(C)C)C(C)C)C1CCCCC1 (Dicyclohexyl-(2′,4′,6′-triisopropyl-biphenyl-2-yl)-phosphane), C(=O)([O-])[O-].[Cs+].[Cs+] (Cs2CO3). Reagents/catalysts: CC(=O)[O-].CC(=O)[O-].[Pd+2] (Pd(OAc)2). Run in O1CCOCC1 (1,4-dioxane). Conditions: temperature 120 celsius, time 48 hour. The product is COC(C1=CC(=C(C=C1)C)C(C1=C(C=C(C=C1)NC1=C(C=C(C=C1)Cl)F)Cl)=O)=O (3-[2-Chloro-4-(4-chloro-2-fluoro-phenylamino)-benzoyl]-4-methyl-benzoic acid methyl ester). As a reaction SMILES: Br[C:2]1[CH:7]=[CH:6][C:5]([Cl:8])=[CH:4][C:3]=1[F:9].[CH3:10][O:11][C:12](=[O:30])[C:13]1[CH:18]=[CH:17][C:16]([CH3:19])=[C:15]([C:20](=[O:29])[C:21]2[CH:26]=[CH:25][C:24]([NH2:27])=[CH:23][C:22]=2[Cl:28])[CH:14]=1.C1(P(C2CCCCC2)C2C=CC=CC=2C2C(C(C)C)=CC(C(C)C)=CC=2C(C)C)CCCCC1.C([O-])([O-])=O.[Cs+].[Cs+]>O1CCOCC1.CC([O-])=O.CC([O-])=O.[Pd+2]>[CH3:10][O:11][C:12](=[O:30])[C:13]1[CH:18]=[CH:17][C:16]([CH3:19])=[C:15]([C:20](=[O:29])[C:21]2[CH:26]=[CH:25][C:24]([NH:27][C:2]3[CH:7]=[CH:6][C:5]([Cl:8])=[CH:4][C:3]=3[F:9])=[CH:23][C:22]=2[Cl:28])[CH:14]=1 |f:3.4.5,7.8.9|. Reported procedure: 1-Bromo-4-chloro-2-fluorobenzene (820 μL, 6.58 mmol) was dissolved in 20 mL dry 1,4-dioxane under an argon atmosphere. Compound 402 (2.00 g, 6.58 mmol) was added and dissolved in the solvent. Dicyclohexyl-(2′,4′,6′-triisopropyl-biphenyl-2-yl)-phosphane (125 mg, 0.26 mmol), Pd(OAc)2 (30 mg, 0.13 mmol) and Cs2CO3 (2.68 g, 8.22 mmol) were added, and the reaction mixture was stirred under an argon atmosphere at 120° C. for 48 h. The reaction mixture was filtered and then purified by flash chromatogr...